From a dataset of the Open Reaction Database (ORD), a public repository of structured organic reaction records. describe an organic reaction: reactants, conditions, products, and yield The reactants are BrC1C(NC(S1)=O)=O (5-bromo-thiazolidine-2,4-dione), ClC=1C=CC2=C(N=C(S2)S)C1 (5-chloro-2-mercaptobenzothiazole). Yields the product ClC=1C=CC2=C(N=C(S2)SC2C(NC(S2)=O)=O)C1 (5-(5-Chloro-benzothiazol-2-ylsulfanyl)-thiazolidine-2,4-dione). Reaction SMILES: Br[CH:2]1[S:6][C:5](=[O:7])[NH:4][C:3]1=[O:8].[Cl:9][C:10]1[CH:11]=[CH:12][C:13]2[S:17][C:16]([SH:18])=[N:15][C:14]=2[CH:19]=1>>[Cl:9][C:10]1[CH:11]=[CH:12][C:13]2[S:17][C:16]([S:18][CH:2]3[S:6][C:5](=[O:7])[NH:4][C:3]3=[O:8])=[N:15][C:14]=2[CH:19]=1. Reported procedure: This compound was prepared from 5-bromo-thiazolidine-2,4-dione and 5-chloro-2-mercaptobenzothiazole according to the procedure described in Example 5: mp 253-255 (dec). Starting materials: CC#N, ClC1CCc2ccccc21, [I-], [K+], [K], O=C(CCC1CCNCC1)c1cc2c3c(c1)CCN3C(=O)CC2. Product: O=C(CCC1CCN(C2CCc3ccccc32)CC1)c1cc2c3c(c1)CCN3C(=O)CC2, Cl. Reaction SMILES: [CH3:37][C:38]#[N:39].[Cl:1][CH:2]1[CH2:3][CH2:4][c:5]2[cH:6][cH:7][cH:8][cH:9][c:10]21.[I-:36].[K+:35].[K:34].[NH:11]1[CH2:12][CH2:13][CH:14]([CH2:17][CH2:18][C:19](=[O:20])[c:21]2[cH:22][c:23]3[c:28]4[c:29]([cH:30]2)[CH2:31][CH2:32][N:27]4[C:26](=[O:33])[CH2:25][CH2:24]3)[CH2:15][CH2:16]1>>[CH:2]1([N:11]2[CH2:12][CH2:13][CH:14]([CH2:17][CH2:18][C:19](=[O:20])[c:21]3[cH:22][c:23]4[c:28]5[c:29]([cH:30]3)[CH2:31][CH2:32][N:27]5[C:26](=[O:33])[CH2:25][CH2:24]4)[CH2:15][CH2:16]2)[CH2:3][CH2:4][c:5]2[cH:6][cH:7][cH:8][cH:9][c:10]21.[ClH:1]. Reactants: C(C1=CC=CC=C1)N1C(=C(C2=CC(=CC=C12)Br)C(C(=O)O)=O)CO ([1-benzyl-5-bromo-2-(hydroxymethyl)-1H-indol-3-yl](oxo)acetic acid), [K] (potassium), C1(=CC=C(C=C1)B(O)O)C1=CC=CC=C1 (4-biphenylboronic acid). Product: C(C1=CC=CC=C1)N1C2=C(C3=CC(=CC=C13)C1=CC=C(C=C1)C1=CC=CC=C1)C(C(OC2)=O)=O (9-Benzyl-6-(1,1′-biphenyl-4-yl)-1,9-dihydropyrano[3,4-b]indole-3,4-dione). Reaction SMILES: [CH2:1]([N:8]1[C:16]2[C:11](=[CH:12][C:13](Br)=[CH:14][CH:15]=2)[C:10]([C:18](=[O:22])[C:19]([OH:21])=[O:20])=[C:9]1[CH2:23]O)[C:2]1[CH:7]=[CH:6][CH:5]=[CH:4][CH:3]=1.[K].[C:26]1([C:35]2[CH:40]=[CH:39][CH:38]=[CH:37][CH:36]=2)[CH:31]=[CH:30][C:29](B(O)O)=[CH:28][CH:27]=1>>[CH2:1]([N:8]1[C:16]2[C:11](=[CH:12][C:13]([C:38]3[CH:39]=[CH:40][C:35]([C:26]4[CH:31]=[CH:30][CH:29]=[CH:28][CH:27]=4)=[CH:36][CH:37]=3)=[CH:14][CH:15]=2)[C:10]2[C:18](=[O:22])[C:19](=[O:21])[O:20][CH2:23][C:9]1=2)[C:2]1[CH:7]=[CH:6][CH:5]=[CH:4][CH:3]=1 |^1:24|. Procedure: The title compound was prepared from [1-benzyl-5-bromo-2-(hydroxymethyl)-1H-indol-3-yl](oxo)acetic acid, potassium salt and 4-biphenylboronic acid in substantially the same manner, as described in step 4 of Example 9. The product was obtained as a white solid, mp: 254–255° C.; Mass spectrum (ESI, [M+H]+) m/z 444. 1H NMR (400 MHz, DMSO-d6) δ 8.26(s, 1H), 7.75–7.68 (m, 8H), 7.45–7.43 (m, 2H), 7.36–7.23 (m, 6H), 5.89 (s, 2H), 5.53 ppm (s, 2H). Starting materials: C1CCOC1, Cn1c(Nc2cc(C#N)ccc2C(F)(F)F)nc2cc(Cl)c(N3CCC(C(F)(F)F)CC3)cc21. Yields the product Cn1c(Nc2cc(CN)ccc2C(F)(F)F)nc2cc(Cl)c(N3CCC(C(F)(F)F)CC3)cc21. As a reaction SMILES: [CH2:35]1[O:36][CH2:37][CH2:38][CH2:39]1.[Cl:1][c:2]1[cH:3][c:4]2[c:5]([n:6]([CH3:22])[c:7]([NH:9][c:10]3[cH:11][c:12]([C:13]#[N:14])[cH:15][cH:16][c:17]3[C:18]([F:19])([F:20])[F:21])[n:8]2)[cH:23][c:24]1[N:25]1[CH2:26][CH2:27][CH:28]([C:31]([F:32])([F:33])[F:34])[CH2:29][CH2:30]1>>[Cl:1][c:2]1[cH:3][c:4]2[c:5]([n:6]([CH3:22])[c:7]([NH:9][c:10]3[cH:11][c:12]([CH2:13][NH2:14])[cH:15][cH:16][c:17]3[C:18]([F:19])([F:20])[F:21])[n:8]2)[cH:23][c:24]1[N:25]1[CH2:26][CH2:27][CH:28]([C:31]([F:32])([F:33])[F:34])[CH2:29][CH2:30]1. The reactants are NC1=C(C=C(C=C1)C=1C=CC2=C(CN(CCO2)C(=O)OC(C)(C)C)C1)[N+](=O)[O-] (1,1-dimethylethyl 7-(4-amino-3-nitrophenyl)-2,3-dihydro-1,4-benzoxazepine-4(5H)-carboxylate), [H][H] (hydrogen). The reagents and catalysts are [Pd] (palladium on carbon). Run in C(C)(=O)OCC (ethyl acetate). Product: NC=1C=C(C=CC1N)C=1C=CC2=C(CN(CCO2)C(=O)OC(C)(C)C)C1 (1,1-dimethylethyl 7-(3,4-diaminophenyl)-2,3-dihydro-1,4-benzoxazepine-4(5H)-carboxylate). The yield is 6774.2%. Reaction SMILES: [NH2:1][C:2]1[CH:7]=[CH:6][C:5]([C:8]2[CH:9]=[CH:10][C:11]3[O:17][CH2:16][CH2:15][N:14]([C:18]([O:20][C:21]([CH3:24])([CH3:23])[CH3:22])=[O:19])[CH2:13][C:12]=3[CH:25]=2)=[CH:4][C:3]=1[N+:26]([O-])=O.[H][H]>C(OCC)(=O)C.[Pd]>[NH2:26][C:3]1[CH:4]=[C:5]([C:8]2[CH:9]=[CH:10][C:11]3[O:17][CH2:16][CH2:15][N:14]([C:18]([O:20][C:21]([CH3:23])([CH3:22])[CH3:24])=[O:19])[CH2:13][C:12]=3[CH:25]=2)[CH:6]=[CH:7][C:2]=1[NH2:1]. Procedure: To a solution of 1,1-dimethylethyl 7-(4-amino-3-nitrophenyl)-2,3-dihydro-1,4-benzoxazepine-4(5H)-carboxylate (Example 26, 1.35 g, 3.1 mmol) in ethyl acetate (30 mL) was added 5% palladium on carbon (wet). The resulting suspension was subjected to an atmosphere of hydrogen (40 psi) for 15 h. The catalyst was then removed by filtration through celite. The filtrate was concentrated to provide 1,1-dimethylethyl 7-(3,4-diaminophenyl)-2,3-dihydro-1,4-benzoxazepine-4(5H)-carboxylate (748 mg, 210 mmol, ...